From a dataset of the Open Reaction Database (ORD), a public repository of structured organic reaction records. describe an organic reaction: reactants, conditions, products, and yield Starting materials: O=C([O-])[O-], CN(C)C=O, CCOC(C)=O, CC(C)(C)OC(=O)c1ccc(F)cc1, [K+], [K+], COC(=O)CCC1CCNCC1, [Na+], O=C([O-])O. Yields the product COC(=O)CCC1CCN(c2ccc(C(=O)OC(C)(C)C)cc2)CC1. As a reaction SMILES: [C:27](=[O:28])([O-:29])[O-:30].[CH3:38][N:39]([CH3:40])[CH:41]=[O:42].[CH3:43][CH2:44][O:45][C:46](=[O:47])[CH3:48].[F:13][c:14]1[cH:15][cH:16][c:17]([C:18](=[O:19])[O:20][C:21]([CH3:22])([CH3:23])[CH3:24])[cH:25][cH:26]1.[K+:31].[K+:32].[NH:1]1[CH2:2][CH2:3][CH:4]([CH2:7][CH2:8][C:9](=[O:10])[O:11][CH3:12])[CH2:5][CH2:6]1.[Na+:33].[OH:34][C:35](=[O:36])[O-:37]>>[N:1]1([c:14]2[cH:15][cH:16][c:17]([C:18](=[O:19])[O:20][C:21]([CH3:22])([CH3:23])[CH3:24])[cH:25][cH:26]2)[CH2:2][CH2:3][CH:4]([CH2:7][CH2:8][C:9](=[O:10])[O:11][CH3:12])[CH2:5][CH2:6]1.